From a dataset of the Open Reaction Database (ORD), a public repository of structured organic reaction records. describe an organic reaction: reactants, conditions, products, and yield Starting materials: C(=C)N(C(C)=O)C (N-vinyl-N-methyl acetamide), ( 69.89 ), C1(=CC=CC=C1)PC1=CC=CC=C1 (diphenylphosphine), ( 10.97 ), ( 4.57 ), γ(CO), γ(P--H), ( 7.15 ). Conditions: temperature 100 celsius. Yields the product CN(C(C)=O)CCP(C1=CC=CC=C1)C1=CC=CC=C1 (N-methyl-N-(2-diphenylphosphinoethyl) acetamide). The yield is 94.0%. As a reaction SMILES: [CH:1]([N:3]([CH3:7])[C:4](=[O:6])[CH3:5])=[CH2:2].[C:8]1([PH:14][C:15]2[CH:20]=[CH:19][CH:18]=[CH:17][CH:16]=2)[CH:13]=[CH:12][CH:11]=[CH:10][CH:9]=1>>[CH3:7][N:3]([CH2:1][CH2:2][P:14]([C:15]1[CH:16]=[CH:17][CH:18]=[CH:19][CH:20]=1)[C:8]1[CH:13]=[CH:12][CH:11]=[CH:10][CH:9]=1)[C:4](=[O:6])[CH3:5]. Procedure: A 100 ml 3-necked round bottomed flash was heated to 100° C. under a nitrogen atmosohere and 7.14 g diohenylphosphine (38.4 mmole), 0.15 g 2,2'-azobis (2-methyloropionitrile), and 3.77 g N-vinyl-N-methyl acetamide (38.1 mmole) from Polysciences were added in the stated sequence. The reaction was maintained at 100° C. for 45 minutes under a nitrogen atmosphere and then evacuated (1 mm) for 24 hours at 100° C. A viscuous oil resulted whose infrared spectrum disolayed a strong γ(CO) band at 1645 cm... Reactants: N1CCC(CC1)C1=CC(=C(O1)C1=CC=NC=C1)C=1C=C2CCC(C2=CC1)=NO (5-(5-Piperidin-4-yl-2-pyridin-4-yl-furan-3-yl)-indan-1-one oxime), C[O-].[Na+] (sodium methoxide), C(C1=CC=CC=C1)OC(=O)N1CCC(CC1)C(C)=O (4-acetyl-piperidine-1-carboxylic acid benzyl ester). Solvent: CO (methanol). Product: C(C1=CC=CC=C1)OC(=O)N1CCC(CC1)C(\C=C\C=1C=C2CCC(C2=CC1)=NOC)=O (4-[(E)-3-(1-Methoxyimino-indan-5-yl)-allanoyl]-piperidine-1-carboxylic acid benzyl ester). Isolated yield 64.0%. Reaction SMILES: N1CCC(C2OC(C3C=CN=CC=3)=[C:9]([C:18]3[CH:19]=[C:20]4[C:24](=[CH:25][CH:26]=3)[C:23](=[N:27][OH:28])[CH2:22][CH2:21]4)C=2)CC1.[CH3:29][O-].[Na+].[CH2:32]([O:39][C:40]([N:42]1[CH2:47][CH2:46][CH:45]([C:48](=[O:50])[CH3:49])[CH2:44][CH2:43]1)=[O:41])[C:33]1[CH:38]=[CH:37][CH:36]=[CH:35][CH:34]=1>CO>[CH2:32]([O:39][C:40]([N:42]1[CH2:47][CH2:46][CH:45]([C:48](=[O:50])/[CH:49]=[CH:9]/[C:18]2[CH:19]=[C:20]3[C:24](=[CH:25][CH:26]=2)[C:23](=[N:27][O:28][CH3:29])[CH2:22][CH2:21]3)[CH2:44][CH2:43]1)=[O:41])[C:33]1[CH:34]=[CH:35][CH:36]=[CH:37][CH:38]=1 |f:1.2|. Procedure details: A mixture of the product of Step 1 (4.8 g, 25 mmol), sodium methoxide (1.35 g, 25 mmol) and 4-acetyl-piperidine-1-carboxylic acid benzyl ester (6.4 g, 25 mmol) (WO97/05877) in methanol (100 ml) was heated at reflux for 8 hours. After cooling to room temperature the solution was concentrated in vacuo and the residue diluted with ethyl acetate and water. The organic phase was washed with water and brine, dried and concentrated in vacuo and the residue purified by silica gel chromatography to give ...